From a dataset of the Open Reaction Database (ORD), a public repository of structured organic reaction records. describe an organic reaction: reactants, conditions, products, and yield Starting materials: CC(=O)C1CCCCC1 (cyclohexyl methyl ketone), CCOC(=O)C (EtOAc). Yields the product C1CCC(CC1)C(CC(C)=O)=O ((4cyclohexyl)-1,3-butanedione). As a reaction SMILES: [CH3:1][C:2]([CH:4]1[CH2:9][CH2:8][CH2:7][CH2:6][CH2:5]1)=[O:3].[CH3:10][CH2:11][O:12]C(C)=O>>[CH2:7]1[CH2:8][CH2:9][CH:4]([C:2](=[O:3])[CH2:1][C:11](=[O:12])[CH3:10])[CH2:5][CH2:6]1. Procedure: The title compound was prepared as described above from 1.5 g of cyclohexyl methyl ketone and 2.32 mL of EtOAc to yield 1.06 grams of Intermediate 33 as a yellow oil: TLC Rf=0.65 (3/1, hexanes/EtOAc); 1H NMR (400 MHz, CDCl3, enol form) δ5.5 (s, 1H), 2.19-2.12 (m, 1H), 2.08 (s, 3H), 1.85-1.55 (m, 5H), 1.41-1.15 (m, 5H). Reaction conditions: time 5 minute. Yields the product CN1N=CC=2C1=CC=1N=C(C=NC1C2)C=2SC(=CC2)Cl (1-methyl-7-(5-chlorothien-2-yl)-1H-pyrazolo[3,4-g]quinoxaline). Reaction SMILES: [H-].[Na+].[Cl:3][C:4]1[S:8][C:7]([C:9]2[CH:10]=[N:11][C:12]3[CH:13]=[C:14]4[CH:21]=[N:20][NH:19][C:15]4=[CH:16][C:17]=3[N:18]=2)=[CH:6][CH:5]=1.I[CH3:23].O>C1COCC1>[CH3:23][N:19]1[C:15]2=[CH:16][C:17]3[N:18]=[C:9]([C:7]4[S:8][C:4]([Cl:3])=[CH:5][CH:6]=4)[CH:10]=[N:11][C:12]=3[CH:13]=[C:14]2[CH:21]=[N:20]1 |f:0.1|. Procedure details: To an ice-colded suspension of NaH (0.062 g) in 20 ml of anhydrous THF under N2 is added 7-(5-chlorothien-2-yl)-1H-pyrazolo[3,4-g]quinoxaline (0.63 g). The orange-red mixture is stirred at the same temperature for 5 minutes, then iodomethane (0.374 g) is added dropwise to the orange-red mixture. The resulting mixture is stirred at room temperature overnight, then poured into water, extracted with methylene chloride, separated, dried (MeSO4), concentrated in vacuo to give a yellow solid. Purifica... The solvent is C1CCOC1 (THF). Starting materials: IC (iodomethane), O (water), ice-colded, [H-].[Na+] (NaH), ClC1=CC=C(S1)C=1C=NC=2C=C3C(=CC2N1)NN=C3 (7-(5-chlorothien-2-yl)-1H-pyrazolo[3,4-g]quinoxaline). Reactants: C(Cl)Cl (methylene chloride), C(C)OC(\C=C\[C@@H]1N([C@@H](CC1)C1=CC(=C(C(=C1)F)F)F)C(CC=C)=O)=O ((E)-3-[(2R,5S)-1-(3-butenoyl)-5-(3,4,5-trifluorophenyl)pyrrolidin-2-yl]acrylic acid ethyl ester). The reagents and catalysts are Cl[Ru]([P](C1CCCCC1)(C2CCCCC2)C3CCCCC3)(=CC4=CC=CC=C4)(Cl)=C5N(C6=C(C)C=C(C)C=C6C)CCN5C7=C(C)C=C(C)C=C7C (Grubbs catalyst second generation). Solvent: C(C)N(CC)CC (triethylamine). Run at time 1 hour. Yields the product FC=1C=C(C=C(C1F)F)[C@@H]1CC[C@@H]2C=CCC(N12)=O ((3S,8aR)-3-(3,4,5-trifluorophenyl)-2,3,6,8a-tetrahydro-1H-indolizin-5-one). The yield is 70.3%. Reaction SMILES: C(Cl)Cl.C(OC(=O)/C=C/[C@H:10]1[CH2:14][CH2:13][C@@H:12]([C:15]2[CH:20]=[C:19]([F:21])[C:18]([F:22])=[C:17]([F:23])[CH:16]=2)[N:11]1[C:24](=[O:28])[CH2:25][CH:26]=[CH2:27])C>Cl[Ru](=C1N(C2C(C)=CC(C)=CC=2C)CCN1C1C(C)=CC(C)=CC=1C)(Cl)(=CC1C=CC=CC=1)[P](C1CCCCC1)(C1CCCCC1)C1CCCCC1.C(N(CC)CC)C>[F:21][C:19]1[CH:20]=[C:15]([C@H:12]2[N:11]3[C@@H:10]([CH:27]=[CH:26][CH2:25][C:24]3=[O:28])[CH2:14][CH2:13]2)[CH:16]=[C:17]([F:23])[C:18]=1[F:22] |^1:62|. Reported procedure: A methylene chloride solution (60 mL) of (E)-3-[(2R,5S)-1-(3-butenoyl)-5-(3,4,5-trifluorophenyl)pyrrolidin-2-yl]acrylic acid ethyl ester (1.33 g) and Grubbs catalyst second generation (153 mg) was heated under reflux for 2 hr. The reaction solution was allowed to cool to room temperature, and then triethylamine (0.5 mL) was added thereto. The resulting mixture was stirred for 1 hr and concentrated under reduced pressure. The residue was purified by silica gel column chromatography (heptane:ethyl... The reactants are ClC1=CC=NC2=CC=C(C=C12)F (4-chloro-6-fluoroquinoline), NC1=CC=C(C=C1)C (p-toluidine), C(C)OC=C(C(=O)OCC)C(=O)OCC (diethyl ethoxymethylenemalonate). Product: ClC1=CC=NC2=CC=C(C=C12)C (4-chloro-6-methylquinoline). RXN SMILES: [Cl:1][C:2]1[C:11]2[C:6](=[CH:7][CH:8]=[C:9](F)[CH:10]=2)[N:5]=[CH:4][CH:3]=1.N[C:14]1C=CC(C)=CC=1.C(OC=C(C(OCC)=O)C(OCC)=O)C>>[Cl:1][C:2]1[C:11]2[C:6](=[CH:7][CH:8]=[C:9]([CH3:14])[CH:10]=2)[N:5]=[CH:4][CH:3]=1. Reported procedure: This compound was made in a manner analogous to that of the synthesis of 4-chloro-6-fluoroquinoline described in Example 12. Starting from p-toluidine and diethyl ethoxymethylenemalonate the compound was obtained as a solid of mp 47°-51°. Reactants: C1COCCO1, CNC(=O)n1c(C)cc2cc(N)ccc21, CC(C)O, CCOC(C)=O, Cn1ccnc1-c1cc2nccc(Cl)c2s1, Cl, [Na+], O=C([O-])O, O. Yields the product CNC(=O)n1c(C)cc2cc(Nc3ccnc4cc(-c5nccn5C)sc34)ccc21. RXN SMILES: [CH2:17]1[O:18][CH2:19][CH2:20][O:21][CH2:22]1.[CH3:1][NH:2][C:3](=[O:4])[n:5]1[c:6]([CH3:15])[cH:7][c:8]2[cH:9][c:10]([NH2:14])[cH:11][cH:12][c:13]12.[CH3:44][CH:45]([OH:46])[CH3:47].[CH3:49][CH2:50][O:51][C:52]([CH3:53])=[O:54].[Cl:23][c:24]1[c:25]2[c:26]([n:27][cH:28][cH:29]1)[cH:30][c:31](-[c:33]1[n:34]([CH3:38])[cH:35][cH:36][n:37]1)[s:32]2.[ClH:16].[Na+:43].[O-:39][C:40]([OH:41])=[O:42].[OH2:48]>>[CH3:1][NH:2][C:3](=[O:4])[n:5]1[c:6]([CH3:15])[cH:7][c:8]2[cH:9][c:10]([NH:14][c:24]3[c:25]4[c:26]([n:27][cH:28][cH:29]3)[cH:30][c:31](-[c:33]3[n:34]([CH3:38])[cH:35][cH:36][n:37]3)[s:32]4)[cH:11][cH:12][c:13]12. Starting materials: [BH4-].[Na+] (sodium borohydride), C(CCC)O (n-butanol), amide, COC=1C=C(C=CC1OC)CCNC(CC1=CC(=C(C=C1)OC)OC)=O (N-(2-(3,4-Dimethoxyphenyl)ethyl)-3,4-dimethoxyphenylacetamide). Solvent: O1CCCC1 (tetrahydrofuran), C(C)O (ethanol), C(C)(=O)O (acetic acid), C(C)(=O)O (acetic acid), O (water). Run at temperature 10 celsius. Product: COC=1C=C(C=CC1OC)CCNCCC1=CC(=C(C=C1)OC)OC (Bis-(2-(3,4-dimethoxyphenyl)ethyl)amine). Isolated yield 75.0%. As a reaction SMILES: [BH4-].[Na+].[CH3:3][O:4][C:5]1[CH:6]=[C:7]([CH2:13][CH2:14][NH:15][C:16](=O)[CH2:17][C:18]2[CH:23]=[CH:22][C:21]([O:24][CH3:25])=[C:20]([O:26][CH3:27])[CH:19]=2)[CH:8]=[CH:9][C:10]=1[O:11][CH3:12].C(O)CCC>O1CCCC1.O.C(O)(=O)C.C(O)C>[CH3:27][O:26][C:20]1[CH:19]=[C:18]([CH2:17][CH2:16][NH:15][CH2:14][CH2:13][C:7]2[CH:8]=[CH:9][C:10]([O:11][CH3:12])=[C:5]([O:4][CH3:3])[CH:6]=2)[CH:23]=[CH:22][C:21]=1[O:24][CH3:25] |f:0.1|. Reported procedure: 37.7 g of sodium borohydride are suspended in 1500 cc of anhydrous tetrahydrofuran in an inert atmosphere of nitrogen. To the suspension are added 36 g of amide prepared in part (b), while the mixture is stirred and cooled to 10° C., and there is added also 58 cc of glacial acetic acid. The mixture is warmed under reflux for four hours. At the end of this period, the solvent is evaporated under reduced pressure and the residue is treated with water and then with dilute hydrochloric acid to a ful... Reactants: C(C1=CC=CC=C1)OC1=CC=C(C=C1)CNCCC(=O)OC (Methyl 3-[(4-benzyloxyphenyl)methylamino]-propionate). Reagents/catalysts: [C].[Pd] (palladium-carbon). Run in C(C)O (ethanol). Reaction conditions: time 4.5 hour. Product: OC1=CC=C(C=C1)CNCCC(=O)OC (methyl 3-[(4-hydroxyphenyl)methylamino]-propionate). Reaction SMILES: C([O:8][C:9]1[CH:14]=[CH:13][C:12]([CH2:15][NH:16][CH2:17][CH2:18][C:19]([O:21][CH3:22])=[O:20])=[CH:11][CH:10]=1)C1C=CC=CC=1>C(O)C.[C].[Pd]>[OH:8][C:9]1[CH:10]=[CH:11][C:12]([CH2:15][NH:16][CH2:17][CH2:18][C:19]([O:21][CH3:22])=[O:20])=[CH:13][CH:14]=1 |f:2.3|. Reported procedure: Methyl 3-[(4-benzyloxyphenyl)methylamino]-propionate (27.3 g, 91.1 mmol) was dissolved in ethanol (300 mL), and the resulting solution was cooled with ice and 10% palladium-carbon (3.0 g) was added. The resulting solution was stirred for 4.5 hours at room temperature under a hydrogen atmosphere. The reaction solution was filtered through Celite to remove insoluble matter, and the filtrate was concentrated under reduced pressure to thereby yield 19.1 g of the title compound. Starting materials: mixture, 1,3-(2-chloro-3-phenylpyrimido[1,2-b]indazol-8-yl)benzonitrile, C(#N)C=1C=C(C=CC1)C1=NC=2N(N=C3C=C(C=CC23)C=2C=C(C#N)C=CC2)C=C1C1=CC=CC=C1 (3-[2-(3-cyanophenyl)-3-phenyl-pyrimido[1,2-b]indazol-8-yl]benzonitrile), C(C)(C)(C)OC(NC1(CCC1)C1=CC=C(C=C1)B1OC(C(O1)(C)C)(C)C)=O ({1-[4-(4,4,5,5-tetramethyl-1,3,2-dioxaborolan-2-yl)phenyl]cyclobutyl}carbamic acid tert-butyl ester), C([O-])([O-])=O.[Na+].[Na+] (sodium carbonate). Solvent: C(OC)COC (dimethoxyethane). The product is C(C)(C)(C)OC(NC1(CCC1)C1=CC=C(C=C1)C1=NC=2N(N=C3C=C(C=CC23)C2=CC(=CC=C2)C#N)C=C1C1=CC=CC=C1)=O ((1-{4-[8-(3-Cyanophenyl)-3-phenylpyrimido[1,2-b]indazol-2-yl]phenyl}-cyclobutyl)carbamic acid tert-butyl ester). As a reaction SMILES: C(C1C=C([C:9]2[C:29]([C:30]3[CH:35]=[CH:34][CH:33]=[CH:32][CH:31]=3)=[CH:28][N:12]3[N:13]=[C:14]4[C:19]([CH:18]=[CH:17][C:16]([C:20]5[CH:21]=[C:22]([CH:25]=[CH:26][CH:27]=5)[C:23]#[N:24])=[CH:15]4)=[C:11]3[N:10]=2)C=CC=1)#N.[C:36]([O:40][C:41](=[O:62])[NH:42][C:43]1([C:47]2[CH:52]=[CH:51][C:50](B3OC(C)(C)C(C)(C)O3)=[CH:49][CH:48]=2)[CH2:46][CH2:45][CH2:44]1)([CH3:39])([CH3:38])[CH3:37].C(=O)([O-])[O-].[Na+].[Na+]>C(COC)OC>[C:36]([O:40][C:41](=[O:62])[NH:42][C:43]1([C:47]2[CH:48]=[CH:49][C:50]([C:9]3[C:29]([C:30]4[CH:31]=[CH:32][CH:33]=[CH:34][CH:35]=4)=[CH:28][N:12]4[N:13]=[C:14]5[C:19]([CH:18]=[CH:17][C:16]([C:20]6[CH:27]=[CH:26][CH:25]=[C:22]([C:23]#[N:24])[CH:21]=6)=[CH:15]5)=[C:11]4[N:10]=3)=[CH:51][CH:52]=2)[CH2:44][CH2:45][CH2:46]1)([CH3:39])([CH3:37])[CH3:38] |f:2.3.4|. Procedure details: 179 mg of the mixture described in step 1,3-(2-chloro-3-phenylpyrimido[1,2-b]indazol-8-yl)benzonitrile and the byproduct 3-[2-(3-cyanophenyl)-3-phenyl-pyrimido[1,2-b]indazol-8-yl]benzonitrile, 210.5 mg (0.56 mmol) {1-[4-(4,4,5,5-tetramethyl-1,3,2-dioxaborolan-2-yl)phenyl]cyclobutyl}carbamic acid tert-butyl ester, 38.4 mg (0.047 mmol) bis(diphenylphosphino)ferrocenedichloropalladium(II) and 0.87 mL aqueous sodium carbonate solution (10%) in 1.6 mL dimethoxyethane were heated in the microwave oven... Starting materials: C1(=CC=CC=C1)[SiH2]C1=CC=CC=C1 (diphenylsilane), O1CC1CCC=C (1,2-epoxy-5-hexene). Reagents/catalysts: O.[Rh](Cl)(Cl)Cl (rhodiumtrichloride hydrate). The solvent is C1(=CC=CC=C1)C (toluene), C(C)O (ethanol). The product is C1(=CC=CC=C1)[Si](CCCCC1CO1)(CCCCC1CO1)C1=CC=CC=C1 (Diphenylbis(5,6-epoxyhexyl)silane). Yield: 78.8%. As a reaction SMILES: [C:1]1([SiH2:7][C:8]2[CH:13]=[CH:12][CH:11]=[CH:10][CH:9]=2)[CH:6]=[CH:5][CH:4]=[CH:3][CH:2]=1.[O:14]1[CH:16]([CH2:17][CH2:18][CH:19]=[CH2:20])[CH2:15]1>C1(C)C=CC=CC=1.C(O)C.O.[Rh](Cl)(Cl)Cl>[C:8]1([Si:7]([C:1]2[CH:2]=[CH:3][CH:4]=[CH:5][CH:6]=2)([CH2:20][CH2:19][CH2:18][CH2:17][CH:16]2[O:14][CH2:15]2)[CH2:20][CH2:19][CH2:18][CH2:17][CH:16]2[O:14][CH2:15]2)[CH:9]=[CH:10][CH:11]=[CH:12][CH:13]=1 |f:4.5|. Procedure: 27.6 g of diphenylsilane (0.15 mole) were dispersed in 100 g toluene with 0.02 g rhodiumtrichloride hydrate (as a solution in 0.5 cc ethanol) then the solution was brought to 100° C. when 32 g 1,2-epoxy-5-hexene (0.32 mole) were added dropwise. A two hour hold at 100°-110° followed, which consumed all SiH per IR analysis. Solvent was distilled off leaving 45 g residue as a mobile, 15 cstk viscosity fluid product, nD25 =1.5532. Infrared analysis was consistent with the proposed structure, with ev...